This data is from the Open Reaction Database (ORD), a public repository of structured organic reaction records. The task is: describe an organic reaction: reactants, conditions, products, and yield Starting materials: CC(C)(C)[Si](C)(C)OCCC1OCCc2cc(N=C(c3ccccc3)c3ccccc3)ccc21, CC(=O)O, NC(=O)c1ccc2c(c1)CCOC2CCO. The product is OCCC1OCCc2cc(N=C(c3ccccc3)c3ccccc3)ccc21. RXN SMILES: [C:1]([Si:2]([CH3:3])([CH3:4])[O:6][CH2:7][CH2:8][CH:9]1[O:10][CH2:11][CH2:12][c:13]2[c:14]1[cH:15][cH:16][c:17]([N:19]=[C:20]([c:21]1[cH:22][cH:23][cH:24][cH:25][cH:26]1)[c:27]1[cH:28][cH:29][cH:30][cH:31][cH:32]1)[cH:18]2)([CH3:5])([CH3:33])[CH3:34].[CH3:51][C:52](=[O:53])[OH:54].[OH:35][CH2:36][CH2:37][CH:38]1[c:39]2[cH:40][cH:41][c:42]([C:43]([NH2:44])=[O:45])[cH:46][c:47]2[CH2:48][CH2:49][O:50]1>>[OH:6][CH2:7][CH2:8][CH:9]1[O:10][CH2:11][CH2:12][c:13]2[c:14]1[cH:15][cH:16][c:17]([N:19]=[C:20]([c:21]1[cH:22][cH:23][cH:24][cH:25][cH:26]1)[c:27]1[cH:28][cH:29][cH:30][cH:31][cH:32]1)[cH:18]2.